Dataset: the Open Reaction Database (ORD), a public repository of structured organic reaction records. Task: describe an organic reaction: reactants, conditions, products, and yield The reactants are C(C)(C)(C)OC(=O)N(C)[C@@H]1CNCC1 ((S)-3-[N-(tert-butoxycarbonyl)-N-methylamino]pyrrolidine), ClC1=NC=C(C=2C(=CC=CC12)S(=O)(=O)Cl)Br (1-chloro-4-bromo-5-isoquinolinesulfonyl chloride), ClC1=NC=C(C=2C(=CC=CC12)S(=O)(=O)Cl)Cl (1,4-dichloro-5-isoquinolinesulfonyl chloride), C(C)(C)(C)OC(=O)N(C)C1CNCC1 (3-[N-(tert-butoxycarbonyl)-N-methylamino]pyrrolidine). Product: C(C)(C)(C)OC(=O)N(C)[C@@H]1CN(CC1)S(=O)(=O)C=1C=2C(=CN=C(C2C=CC1)Cl)Cl ((S)-3-[N-(tert-Butoxycarbonyl)-N-methylamino]-1-(1,4-dichloro-5-isoquinolinesulfonyl)pyrrolidine), OC1=NC=C(C=2C(=CC=CC12)S(=O)(=O)N1C[C@H](CC1)NC)Cl ((S)-1-(1-Hydroxy-4-chloro-5-isoquinolinesulfonyl)-3-(methylamino)pyrrolidine), Cl (hydrochloride). As a reaction SMILES: [Cl:1][C:2]1[C:11]2[CH:10]=[CH:9][CH:8]=[C:7]([S:12](Cl)(=[O:14])=[O:13])[C:6]=2[C:5]([Cl:16])=[CH:4][N:3]=1.[C:17]([O:21][C:22]([N:24]([C@H:26]1[CH2:30][CH2:29][NH:28][CH2:27]1)[CH3:25])=[O:23])([CH3:20])([CH3:19])[CH3:18].[Cl:31]C1C2C=CC=C(S(Cl)(=O)=[O:43])C=2C(Br)=CN=1.C(O[C:52]([N:54]([CH:56]1[CH2:60][CH2:59][NH:58][CH2:57]1)C)=O)(C)(C)C>>[C:17]([O:21][C:22]([N:24]([C@H:26]1[CH2:30][CH2:29][N:28]([S:12]([C:7]2[C:6]3[C:5]([Cl:16])=[CH:4][N:3]=[C:2]([Cl:1])[C:11]=3[CH:10]=[CH:9][CH:8]=2)(=[O:14])=[O:13])[CH2:27]1)[CH3:25])=[O:23])([CH3:20])([CH3:18])[CH3:19].[OH:43][C:2]1[C:11]2[CH:10]=[CH:9][CH:8]=[C:7]([S:12]([N:58]3[CH2:59][CH2:60][C@H:56]([NH:54][CH3:52])[CH2:57]3)(=[O:14])=[O:13])[C:6]=2[C:5]([Cl:16])=[CH:4][N:3]=1.[ClH:31]. Procedure: (S)-3-[N-(tert-Butoxycarbonyl)-N-methylamino]-1-(1,4-dichloro-5-isoquinolinesulfonyl)pyrrolidine (Intermediate 25a) was prepared by using 1,4-dichloro-5-isoquinolinesulfonyl chloride and (S)-3-[N-(tert-butoxycarbonyl)-N-methylamino]pyrrolidine in the method of Example 35, Step A instead of 1-chloro-4-bromo-5-isoquinolinesulfonyl chloride and 3-[N-(tert-butoxycarbonyl)-N-methylamino]pyrrolidine, respectively, and then used in the method of Example 35, Step B in a similar manner to obtain the titl... Starting materials: C(C)(C)(C)NS(=O)(=O)C=1OC(=CC1)C1=NC=C(C(=N1)SC)Cl (N-tert-butyl-5-(5-chloro-4-(methylthio)pyrimidin-2-yl)furan-2-sulfonamide), C1=CC(=CC(=C1)Cl)C(=O)OO (m-CPBA). Solvent: C(Cl)Cl (CH2Cl2). Run at time 30 minute. Yields the product C(C)(C)(C)NS(=O)(=O)C=1OC(=CC1)C1=NC=C(C(=N1)S(=O)C)Cl (N-tert-butyl-5-(5-chloro-4-(methyl sulfinyl)pyrimidin-2-yl)furan-2-sulfonamide). RXN SMILES: [C:1]([NH:5][S:6]([C:9]1[O:10][C:11]([C:14]2[N:19]=[C:18]([S:20][CH3:21])[C:17]([Cl:22])=[CH:16][N:15]=2)=[CH:12][CH:13]=1)(=[O:8])=[O:7])([CH3:4])([CH3:3])[CH3:2].C1C=C(Cl)C=C(C(OO)=[O:31])C=1>C(Cl)Cl>[C:1]([NH:5][S:6]([C:9]1[O:10][C:11]([C:14]2[N:19]=[C:18]([S:20]([CH3:21])=[O:31])[C:17]([Cl:22])=[CH:16][N:15]=2)=[CH:12][CH:13]=1)(=[O:7])=[O:8])([CH3:4])([CH3:3])[CH3:2]. Procedure details: To the solution of N-tert-butyl-5-(5-chloro-4-(methylthio)pyrimidin-2-yl)furan-2-sulfonamide (150 mg, 0.42 mmol, 1.0 equiv.) in CH2Cl2 (3 mL) was added m-CPBA (124 mg, 0.54 mmol, 1.3 eq., 75% content) at 0° C. The reaction mixture was stirred for 30 minutes and then concentrated to produce N-tert-butyl-5-(5-chloro-4-(methyl sulfinyl)pyrimidin-2-yl)furan-2-sulfonamide. The residue was directly used for the next step. LC-MS (m/z)=378.0 [M+H]+. The reactants are starch iodide, C1CC(=O)N(C1=O)Br (NBS), BrC=1C=CC=2C=CC3=CC(=CC=C3C2C1)C (3-bromo-7-methylphenanthrene), BrN1C(CCC1=O)=O (N-bromosuccinimide). Reagents/catalysts: C(C1=CC=CC=C1)(=O)OOC(C1=CC=CC=C1)=O (benzoyl peroxide). Solvent: C(Cl)(Cl)(Cl)Cl (carbon tetrachloride). The product is BrC=1C=CC=2C=CC3=CC(=CC=C3C2C1)CBr (3-Bromo-7-(bromomethyl)-phenanthrene). Isolated yield 79.8%. Reaction SMILES: [Br:1][C:2]1[CH:3]=[CH:4][C:5]2[CH:6]=[CH:7][C:8]3[C:13]([C:14]=2[CH:15]=1)=[CH:12][CH:11]=[C:10]([CH3:16])[CH:9]=3.[Br:17]N1C(=O)CCC1=O>C(Cl)(Cl)(Cl)Cl.C(OOC(=O)C1C=CC=CC=1)(=O)C1C=CC=CC=1>[Br:1][C:2]1[CH:3]=[CH:4][C:5]2[CH:6]=[CH:7][C:8]3[C:13]([C:14]=2[CH:15]=1)=[CH:12][CH:11]=[C:10]([CH2:16][Br:17])[CH:9]=3. Reported procedure: A mixture of 3-bromo-7-methylphenanthrene (2.640 g, 9.736 mmol) and N-bromosuccinimide (1.733 g, 9.736 mmol) in 200 ml of carbon tetrachloride was heated to reflux and benzoyl peroxide (25 mg) was added. After 2.5 hour a starch-iodide test showed that no NBS remained and the mixture was cooled to room temperature, washed with water, dried (MgSO4) and evaporated to give 3.14 g of crude product as a solid. Flash chromatography through 330 g of silica gel (10% CH2Cl2 /hexane) gave 2.719 g of a whit... Reactants: C(=O)C1=C(C=CC=C1OC)NC(OC(C)(C)C)=O (tert-butyl 2-formyl-3-methoxyphenylcarbamate), N1C(=NC2=C1C=CC=C2)CC(=O)OCC (ethyl 1H-benzimidazol-2-ylacetate), N1CCCCC1 (piperidine), C(C)O (ethanol). Product: N1C(=NC2=C1C=CC=C2)C=2C(NC1=C(C=CC=C1C2)OC)=O (3-(1H-Benzimidazol-2-yl)-8-methoxy-2(1H)-quinolinone). As a reaction SMILES: [CH:1]([C:3]1[C:8](OC)=[CH:7][CH:6]=[CH:5][C:4]=1[NH:11][C:12](=[O:18])OC(C)(C)C)=O.[NH:19]1[C:23]2[CH:24]=[CH:25][CH:26]=[CH:27][C:22]=2[N:21]=[C:20]1[CH2:28]C(OCC)=O.N1CCCCC1.[CH2:40]([OH:42])C>>[NH:19]1[C:23]2[CH:24]=[CH:25][CH:26]=[CH:27][C:22]=2[N:21]=[C:20]1[C:28]1[C:12](=[O:18])[NH:11][C:4]2[C:3]([CH:1]=1)=[CH:8][CH:7]=[CH:6][C:5]=2[O:42][CH3:40]. Reported procedure: A solution of tert-butyl 2-formyl-3-methoxyphenylcarbamate (13-1, 0.50 g, 1.9 mmol, 1 equiv, prepared by the formylation method utilized in the examples above), ethyl 1H-benzimidazol-2-ylacetate (0.39 g, 1.9 mmol, 1.0 equiv, prepared by the method of Rahmouni, M, Derdour, A., Bazureau, J., and Hamelin Tetrahedron Lett. 1994, 35, 4563-4564), and piperidine (0.090 mL, 0.91 mmol, 0.48 equiv) in ethanol (50 mL) was heated at reflux for 20 h. The reaction mixture was cooled and the precipitate which ... Starting materials: C(C)(C)(C)O[C@H](C(=O)OCC)C1=C(C2=C(N=C(S2)C2=CC(=NC=C2)Cl)C=C1C)C1=CC=C(C=C1)Cl ((S)-ethyl 2-tert-butoxy-2-(7-(4-chlorophenyl)-2-(2-chloropyridin-4-yl)-5-methylbenzo[d]thiazol-6-yl)acetate), CC1(OB(OC1(C)C)C1=CC=2OCC(NC2N=C1)=O)C (7-(4,4,5,5-tetramethyl-1,3,2-dioxaborolan-2-yl)-2H-pyrido[3,2-b][1,4]oxazin-3(4H)-one), C(=O)([O-])[O-].[K+].[K+] (K2CO3). The reagents and catalysts are C=1C=CC(=CC1)[P](C=2C=CC=CC2)(C=3C=CC=CC3)[Pd]([P](C=4C=CC=CC4)(C=5C=CC=CC5)C=6C=CC=CC6)([P](C=7C=CC=CC7)(C=8C=CC=CC8)C=9C=CC=CC9)[P](C=1C=CC=CC1)(C=1C=CC=CC1)C=1C=CC=CC1 (Pd(PPh3)4). Solvent: O1CCOCC1 (dioxane). Run at temperature 100 celsius. Yields the product C(C)(C)(C)O[C@H](C(=O)OCC)C1=C(C2=C(N=C(S2)C2=CC(=NC=C2)C2=CC=3OCC(NC3N=C2)=O)C=C1C)C1=CC=C(C=C1)Cl ((S)-ethyl 2-tert-butoxy-2-(7-(4-chlorophenyl)-5-methyl-2-(2-(3-oxo-3,4-dihydro-2H-pyrido[3,2-b][1,4]oxazin-7-yl)pyridin-4-yl)benzo[d]thiazol-6-yl)acetate). Reaction SMILES: [C:1]([O:5][C@@H:6]([C:12]1[C:27]([CH3:28])=[CH:26][C:15]2[N:16]=[C:17]([C:19]3[CH:24]=[CH:23][N:22]=[C:21](Cl)[CH:20]=3)[S:18][C:14]=2[C:13]=1[C:29]1[CH:34]=[CH:33][C:32]([Cl:35])=[CH:31][CH:30]=1)[C:7]([O:9][CH2:10][CH3:11])=[O:8])([CH3:4])([CH3:3])[CH3:2].CC1(C)C(C)(C)OB([C:44]2[CH:53]=[N:52][C:51]3[NH:50][C:49](=[O:54])[CH2:48][O:47][C:46]=3[CH:45]=2)O1.C([O-])([O-])=O.[K+].[K+]>O1CCOCC1.C1C=CC([P]([Pd]([P](C2C=CC=CC=2)(C2C=CC=CC=2)C2C=CC=CC=2)([P](C2C=CC=CC=2)(C2C=CC=CC=2)C2C=CC=CC=2)[P](C2C=CC=CC=2)(C2C=CC=CC=2)C2C=CC=CC=2)(C2C=CC=CC=2)C2C=CC=CC=2)=CC=1>[C:1]([O:5][C@@H:6]([C:12]1[C:27]([CH3:28])=[CH:26][C:15]2[N:16]=[C:17]([C:19]3[CH:24]=[CH:23][N:22]=[C:21]([C:44]4[CH:53]=[N:52][C:51]5[NH:50][C:49](=[O:54])[CH2:48][O:47][C:46]=5[CH:45]=4)[CH:20]=3)[S:18][C:14]=2[C:13]=1[C:29]1[CH:34]=[CH:33][C:32]([Cl:35])=[CH:31][CH:30]=1)[C:7]([O:9][CH2:10][CH3:11])=[O:8])([CH3:2])([CH3:3])[CH3:4] |f:2.3.4,^1:71,73,92,111|. Procedure: To a solution of (S)-ethyl 2-tert-butoxy-2-(7-(4-chlorophenyl)-2-(2-chloropyridin-4-yl)-5-methylbenzo[d]thiazol-6-yl)acetate (32.0 mg, 0.061 mmol) and 7-(4,4,5,5-tetramethyl-1,3,2-dioxaborolan-2-yl)-2H-pyrido[3,2-b][1,4]oxazin-3(4H)-one (20.0 mg, 0.073 mmol) in dioxane (0.5 mL) was added Pd(PPh3)4 (3.5 mg, 0.003 mmol) and 2N K2CO3 (127 μL, 0.255 mmol). The reaction was degassed for 5 minutes with N2 and then heated at 100° C. for 10 h. After cooling, the reaction mixture was diluted with EtOAc, ... The reactants are [BH4-].[Na+] (NaBH4), OO (H2O2), C(C)(=O)O[C@@H](CN1CC=C(CC1)CCOC(C1=CC=CC=C1)C1=CC=CC=C1)C1=CC=CC=C1 ((R)-2-(4-(2-(benzhydryloxy)ethyl)-5,6-dihydropyridin-1(2H)-yl)-1-phenylethyl acetate), [OH-].[Na+] (NaOH). Run in C(C)O (ethanol), C1CCOC1 (THF), O (water). Product: C(C)(=O)O[C@@H](CN1CC(C(CC1)CCOC(C1=CC=CC=C1)C1=CC=CC=C1)O)C1=CC=CC=C1 ((1R)-2-(4-(2-(benzhydryloxy)ethyl)-3-hydroxypiperidin-1-yl)-1-phenyl-ethyl acetate). Reaction SMILES: [BH4-].[Na+].[C:3]([O:6][C@H:7]([C:31]1[CH:36]=[CH:35][CH:34]=[CH:33][CH:32]=1)[CH2:8][N:9]1[CH2:14][CH2:13][C:12]([CH2:15][CH2:16][O:17][CH:18]([C:25]2[CH:30]=[CH:29][CH:28]=[CH:27][CH:26]=2)[C:19]2[CH:24]=[CH:23][CH:22]=[CH:21][CH:20]=2)=[CH:11][CH2:10]1)(=[O:5])[CH3:4].[OH-:37].[Na+].OO>C(O)C.O.C1COCC1>[C:3]([O:6][C@H:7]([C:31]1[CH:32]=[CH:33][CH:34]=[CH:35][CH:36]=1)[CH2:8][N:9]1[CH2:14][CH2:13][CH:12]([CH2:15][CH2:16][O:17][CH:18]([C:25]2[CH:30]=[CH:29][CH:28]=[CH:27][CH:26]=2)[C:19]2[CH:20]=[CH:21][CH:22]=[CH:23][CH:24]=2)[CH:11]([OH:37])[CH2:10]1)(=[O:5])[CH3:4] |f:0.1,3.4|. Reported procedure: With reference to FIG. 8, general procedure II was used. The quantities of the chemicals in order of addition are as follows: NaBH4 (0.116 g, 3.08 mmol), THF (20 ml), BF3-ether complex (0.4 ml, 3.265 mmol), (R)-2-(4-(2-(benzhydryloxy)ethyl)-5,6-dihydropyridin-1(2H)-yl)-1-phenylethyl acetate 7a (0.7 g, 1.536 mmol), water (2 ml), ethanol (2 ml), 3N NaOH (1.1 ml) and 30% H2O2 (0.8 ml, 7.68 mmol). Starting materials: C(C1=CC=CC=C1)NC1=C(C(=CC(=C1F)OC)OC)F (N-Benzyl-2,6-difluoro-3,5-dimethoxyaniline), [H][H] (hydrogen). The reagents and catalysts are [OH-].[OH-].[Pd+2] (palladium hydroxide on carbon). Run in C1CCOC1 (THF). Reaction conditions: temperature -10 celsius. Yields the product FC1=C(N)C(=C(C=C1OC)OC)F (2,6-difluoro-3,5-dimethoxyaniline). Isolated yield 94.9%. RXN SMILES: C([NH:8][C:9]1[C:14]([F:15])=[C:13]([O:16][CH3:17])[CH:12]=[C:11]([O:18][CH3:19])[C:10]=1[F:20])C1C=CC=CC=1.[H][H]>C1COCC1.[OH-].[OH-].[Pd+2]>[F:15][C:14]1[C:13]([O:16][CH3:17])=[CH:12][C:11]([O:18][CH3:19])=[C:10]([F:20])[C:9]=1[NH2:8] |f:3.4.5|. Procedure details: N-Benzyl-2,6-difluoro-3,5-dimethoxyaniline (6.0 g, 21.5 mmol) was dissolved in THF (40 mL) and the solution hydrogenated over 20% palladium hydroxide on carbon catalyst (0.6 g) at 20° C.–25° C. 48–50 psi hydrogen pressure for 16 hours. The mixture was filtered, the catalyst washed with THF (2×15 mL) and the combined filtrates concentrated to a solid. This was recrystallized from heptane (10 mL) and toluene (4.5 mL). The mixture was cooled to −10° C. before filtering. The crystals were washed wit...